From a dataset of the Open Reaction Database (ORD), a public repository of structured organic reaction records. describe an organic reaction: reactants, conditions, products, and yield Starting materials: O=C([O-])O, O=C(Cl)OCC1c2ccccc2-c2ccccc21, C=C1CC(N)(C(=O)OCC)C2C1C2C(=O)OCC, [Na+], C1CCOC1, O. Yields the product C=C1CC(NC(=O)OCC2c3ccccc3-c3ccccc32)(C(=O)OCC)C2C1C2C(=O)OCC. As a reaction SMILES: [C:37](=[O:38])([OH:39])[O-:40].[Cl:1][C:2](=[O:3])[O:4][CH2:5][CH:6]1[c:7]2[cH:8][cH:9][cH:10][cH:11][c:12]2-[c:13]2[cH:14][cH:15][cH:16][cH:17][c:18]21.[NH2:19][C:20]1([C:32](=[O:33])[O:34][CH2:35][CH3:36])[CH:21]2[CH:22]([C:27](=[O:28])[O:29][CH2:30][CH3:31])[CH:23]2[C:24](=[CH2:26])[CH2:25]1.[Na+:41].[O:42]1[CH2:43][CH2:44][CH2:45][CH2:46]1.[OH2:47]>>[C:2](=[O:3])([O:4][CH2:5][CH:6]1[c:7]2[cH:8][cH:9][cH:10][cH:11][c:12]2-[c:13]2[cH:14][cH:15][cH:16][cH:17][c:18]21)[NH:19][C:20]1([C:32](=[O:33])[O:34][CH2:35][CH3:36])[CH:21]2[CH:22]([C:27](=[O:28])[O:29][CH2:30][CH3:31])[CH:23]2[C:24](=[CH2:26])[CH2:25]1. Starting materials: Amidine, CC1=CC=C(C#N)C=C1 (4-methylbenzonitrile), NC1=CC=CC=C1 (aniline), C(CCC)[Li] (butyllithium). Solvent: O (water). Reaction conditions: time 30 minute. Product: CC1=CC=C(C(=N)NC2=CC=CC=C2)C=C1 (4-methyl-N1-phenylbenzamidine). Reaction SMILES: [NH2:1][C:2]1[CH:7]=[CH:6][CH:5]=[CH:4][CH:3]=1.C([Li])CCC.[CH3:13][C:14]1[CH:21]=[CH:20][C:17]([C:18]#[N:19])=[CH:16][CH:15]=1>O>[CH3:13][C:14]1[CH:21]=[CH:20][C:17]([C:18]([NH:1][C:2]2[CH:7]=[CH:6][CH:5]=[CH:4][CH:3]=2)=[NH:19])=[CH:16][CH:15]=1. Reported procedure: Procedure as described for Amidine I using the following amounts: 4.60 mL of aniline (50.0 mmol); 25.0 mL of 2.0 M butyllithium (50.0 mmol), 5.86 g of 4-methylbenzonitrile (50.0 mmol). After refluxing overnight, the solution was orange. Addition of water yielded a yellow solution with suspended solid. Solution was filtered and taken to dryness. The residue was treated with 50 mL of pentane, stirred for 30 minutes, and filtered yielding 8.23 g (78%) of light yellow solid. 1H NMR (400 MHz, CDCl3):...